From a dataset of the Open Reaction Database (ORD), a public repository of structured organic reaction records. describe an organic reaction: reactants, conditions, products, and yield Product: O=C(NC1CCCCC1O)c1cnc(C#CC2(O)CCCC2)c(-c2ccc(Cl)cc2)c1. RXN SMILES: [C:25](#[CH:26])[C:27]1([OH:32])[CH2:28][CH2:29][CH2:30][CH2:31]1.[Cl:1][c:2]1[n:3][cH:4][c:5]([C:6](=[O:7])[NH:8][CH:9]2[CH:10]([OH:15])[CH2:11][CH2:12][CH2:13][CH2:14]2)[cH:16][c:17]1-[c:18]1[cH:19][cH:20][c:21]([Cl:24])[cH:22][cH:23]1>>[c:2]1([C:26]#[C:25][C:27]2([OH:32])[CH2:28][CH2:29][CH2:30][CH2:31]2)[n:3][cH:4][c:5]([C:6](=[O:7])[NH:8][CH:9]2[CH:10]([OH:15])[CH2:11][CH2:12][CH2:13][CH2:14]2)[cH:16][c:17]1-[c:18]1[cH:19][cH:20][c:21]([Cl:24])[cH:22][cH:23]1. Reactants: C#CC1(O)CCCC1, O=C(NC1CCCCC1O)c1cnc(Cl)c(-c2ccc(Cl)cc2)c1. Starting materials: BrCC1=NOC2=C1C=CC=C2 (3-bromomethyl-1,2-benzisoxazole), S(=O)([O-])[O-].[Na+].[Na+] (sodium sulfite). Run in CO (methanol), O (water). Run at temperature 50 celsius, time 4 hour. Yields the product O1N=C(C2=C1C=CC=C2)CS(=O)(=O)[O-].[Na+] (sodium 1,2-benzisoxazole-3-methanesulfonate). As a reaction SMILES: Br[CH2:2][C:3]1[C:7]2[CH:8]=[CH:9][CH:10]=[CH:11][C:6]=2[O:5][N:4]=1.[S:12]([O-:15])([O-:14])=[O:13].[Na+:16].[Na+]>CO.O>[O:5]1[C:6]2[CH:11]=[CH:10][CH:9]=[CH:8][C:7]=2[C:3]([CH2:2][S:12]([O-:15])(=[O:14])=[O:13])=[N:4]1.[Na+:16] |f:1.2.3,6.7|. Procedure details: To a solution of 8.0 of 3-bromomethyl-1,2-benzisoxazole (m.p. 64°-66° C.) in 130 ml of methanol was added a solution of 8.1 g of sodium sulfite in 130 ml of water. The mixture was heated with stirring at 50° C. for 4 hours and concentrated under reduced pressure. The crystalline residue was dissolved in 250 ml of methanol with warming and the insoluble material was filtered off. The filtrate was concentrated under reduced pressure and the crystalline residue was washed with diethyl ether to give... Starting materials: C1(CC1)C(CCO)C1=CC=C(C=C1)C(F)(F)F (3-cyclopropyl-3-(4-trifluoromethylphenyl)propan-1-ol), [Cr](=O)(=O)([O-])Cl.[NH+]1=CC=CC=C1 (pyridinium chlorochromate), FC(C1=CC=C(C=C1)C(C=O)C)(F)F ((4-trifluoromethylphenyl)propionaldehyde). Run in C(Cl)Cl (methylene chloride). Yields the product C1(CC1)C(CC=O)C1=CC=C(C=C1)C(F)(F)F (3-Cyclopropyl-3-(4-trifluoromethylphenyl)-propionaldehyde). As a reaction SMILES: [CH:1]1([CH:4]([C:8]2[CH:13]=[CH:12][C:11]([C:14]([F:17])([F:16])[F:15])=[CH:10][CH:9]=2)[CH2:5][CH2:6][OH:7])[CH2:3][CH2:2]1.[Cr](Cl)([O-])(=O)=O.[NH+]1C=CC=CC=1.FC(F)(F)C1C=CC(C(C)C=O)=CC=1>C(Cl)Cl>[CH:1]1([CH:4]([C:8]2[CH:9]=[CH:10][C:11]([C:14]([F:15])([F:16])[F:17])=[CH:12][CH:13]=2)[CH2:5][CH:6]=[O:7])[CH2:3][CH2:2]1 |f:1.2|. Reported procedure: This compound was prepared in a manner analogous to that of Example 1, Step D, using 2.5 grams (0.01 mole) of 3-cyclopropyl-3-(4-trifluoromethylphenyl)propan-1-ol and 8.6 grams (0.04 mole) of pyridinium chlorochromate in 50 ml of methylene chloride. The yield of 3-cyclopropyl-3-pressure (4-trifluoromethylphenyl)propionaldehyde was 1.4 grams. Reactants: CN(C(=O)OC(C)(C)C)C(Cc1ccccc1)C(=O)O, CCN=C=NCCCN(C)C, ClCCl, CNNC(C)=O, CCN(C(C)C)C(C)C, Cl, On1nnc2cccnc21. Product: CC(=O)NN(C)C(=O)C(Cc1ccccc1)N(C)C(=O)OC(C)(C)C. RXN SMILES: [C:1]([CH3:2])([CH3:3])([CH3:4])[O:5][C:6](=[O:7])[N:8]([CH3:9])[CH:10]([C:11](=[O:12])[OH:13])[CH2:14][c:15]1[cH:16][cH:17][cH:18][cH:19][cH:20]1.[CH2:32]([N:33]=[C:34]=[N:35][CH2:36][CH2:37][CH2:38][N:39]([CH3:40])[CH3:41])[CH3:42].[CH2:58]([Cl:59])[Cl:60].[CH3:43][NH:44][NH:45][C:46]([CH3:47])=[O:48].[CH:49]([N:50]([CH:51]([CH3:52])[CH3:53])[CH2:54][CH3:55])([CH3:56])[CH3:57].[ClH:31].[OH:21][n:22]1[c:23]2[n:24][cH:25][cH:26][cH:27][c:28]2[n:29][n:30]1>>[C:1]([CH3:2])([CH3:3])([CH3:4])[O:5][C:6](=[O:7])[N:8]([CH3:9])[CH:10]([C:11](=[O:13])[N:44]([CH3:43])[NH:45][C:46]([CH3:47])=[O:48])[CH2:14][c:15]1[cH:16][cH:17][cH:18][cH:19][cH:20]1. The reactants are C(C)(=O)NC1=CC=C(C=C1)O (4-acetamidophenol), CC1=CC=C(C2CO2)C=C1 (4-methylstyrene oxide), [H-].[Na+] (sodium hydride), O (Water). Run in CS(=O)C (dimethylsulfoxide), CS(=O)C (dimethylsulfoxide), CS(=O)C (dimethylsulfoxide). Run at time 1 hour. The product is C(C)(=O)NC1=CC=C(OCC(C2=CC=C(C=C2)C)O)C=C1 (β-(4-acetamidophenoxy)-α-(4-methylphenyl)ethyl alcohol). The yield is 61.3%. Reaction SMILES: [H-].[Na+].[C:3]([NH:6][C:7]1[CH:12]=[CH:11][C:10]([OH:13])=[CH:9][CH:8]=1)(=[O:5])[CH3:4].[CH3:14][C:15]1[CH:23]=[CH:22][C:18]([CH:19]2[O:21][CH2:20]2)=[CH:17][CH:16]=1.O>CS(C)=O>[C:3]([NH:6][C:7]1[CH:12]=[CH:11][C:10]([O:13][CH2:20][CH:19]([OH:21])[C:18]2[CH:22]=[CH:23][C:15]([CH3:14])=[CH:16][CH:17]=2)=[CH:9][CH:8]=1)(=[O:5])[CH3:4] |f:0.1|. Procedure details: To a mixture of 65% sodium hydride (4.4 g, 0.12 mole) and dimethylsulfoxide (60 ml) was added dropwise a solution of 4-acetamidophenol (XV: R=CH3) (15.1 g, 0.1 mole) in dimethylsulfoxide (30 ml). After cooling the resulting mixture to 8° to 10° C., a solution of 4-methylstyrene oxide (XIX) (13.4 g, 0.1 mole) in dimethylsulfoxide (30 ml) was added dropwise thereto over 1 hour, followed by reaction at 15° C. for 4 hours. Water was added to the reaction solution, and the precipitated crystals were ... Reactants: C[Si](ON)(C)C (O-trimethylsilylhydroxylamine), COC1=CC=C(C=C1)S(=O)(=O)N1C(CC2=CC=CC=C12)C(=O)O (1-(4-methoxybenzenesulfonyl)indoline-2-carboxylic acid), ClC(=O)OCC (ethyl chloroformate), CN1CCOCC1 (N-methylmorpholine), C(CC(O)(C(=O)O)CC(=O)O)(=O)O (citric acid). Run in C(C)(=O)OCC (ethyl acetate), CN(C(C)=O)C (N,N-dimethylacetamide). Reaction conditions: time 4 hour. The product is COC1=CC=C(C=C1)S(=O)(=O)N1C(CC2=CC=CC=C12)C(=O)NO (1-(4-Methoxybenzenesulfonyl)indoline-2-hydroxamic Acid). Reaction SMILES: [CH3:1][O:2][C:3]1[CH:8]=[CH:7][C:6]([S:9]([N:12]2[C:20]3[C:15](=[CH:16][CH:17]=[CH:18][CH:19]=3)[CH2:14][CH:13]2[C:21]([OH:23])=O)(=[O:11])=[O:10])=[CH:5][CH:4]=1.ClC(OCC)=O.CN1CCOCC1.C[Si](C)(C)[O:39][NH2:40].C(O)(=O)CC(CC(O)=O)(C(O)=O)O>CN(C)C(=O)C.C(OCC)(=O)C>[CH3:1][O:2][C:3]1[CH:8]=[CH:7][C:6]([S:9]([N:12]2[C:20]3[C:15](=[CH:16][CH:17]=[CH:18][CH:19]=3)[CH2:14][CH:13]2[C:21]([NH:40][OH:39])=[O:23])(=[O:11])=[O:10])=[CH:5][CH:4]=1. Procedure: 1.3 g (3.9 mmol) of the 1-(4-methoxybenzenesulfonyl)indoline-2-carboxylic acid of Example 28a are dissolved in 10 ml of N,N-dimethylacetamide (DMA) and, at −20° C., admixed successively with 0.37 ml (1 equivalent) of ethyl chloroformate and 0.81 ml of N-methylmorpholine. After an activation time of 30 minutes (min), the mixture is admixed with 3.8 ml (19.5 mmol) of O-trimethylsilylhydroxylamine and stirred at RT for a further 4 h. The mixture is diluted with ethyl acetate, acidified with citric ... Reactants: [Br-], O=C(Cl)Oc1ccc(Oc2ccc(C(F)(F)F)cn2)cc1, Fc1ccc(N2CCNCC2)cc1, [K+]. The product is O=C(Oc1ccc(Oc2ccc(C(F)(F)F)cn2)cc1)N1CCN(c2ccc(F)cc2)CC1, Cl. RXN SMILES: [Br-:35].[Cl:1][C:2](=[O:3])[O:4][c:5]1[cH:6][cH:7][c:8]([O:11][c:12]2[n:13][cH:14][c:15]([C:18]([F:19])([F:20])[F:21])[cH:16][cH:17]2)[cH:9][cH:10]1.[F:22][c:23]1[cH:24][cH:25][c:26]([N:29]2[CH2:30][CH2:31][NH:32][CH2:33][CH2:34]2)[cH:27][cH:28]1.[K+:36]>>[C:2](=[O:3])([O:4][c:5]1[cH:6][cH:7][c:8]([O:11][c:12]2[n:13][cH:14][c:15]([C:18]([F:19])([F:20])[F:21])[cH:16][cH:17]2)[cH:9][cH:10]1)[N:32]1[CH2:31][CH2:30][N:29]([c:26]2[cH:25][cH:24][c:23]([F:22])[cH:28][cH:27]2)[CH2:34][CH2:33]1.[ClH:1]. The reactants are CCOC(=O)CO, CN(C)C=O, O=[N+]([O-])c1cccnc1Cl, [H-], [Na+], C1CCOC1, O. Yields the product CCOC(=O)COc1ncccc1[N+](=O)[O-]. Reaction SMILES: [C:13]([CH2:14][OH:15])(=[O:16])[O:17][CH2:18][CH3:19].[CH3:26][N:27]([CH3:28])[CH:29]=[O:30].[Cl:3][c:4]1[n:5][cH:6][cH:7][cH:8][c:9]1[N+:10](=[O:11])[O-:12].[H-:1].[Na+:2].[O:20]1[CH2:21][CH2:22][CH2:23][CH2:24]1.[OH2:25]>>[c:4]1([O:15][CH2:14][C:13](=[O:16])[O:17][CH2:18][CH3:19])[n:5][cH:6][cH:7][cH:8][c:9]1[N+:10](=[O:11])[O-:12]. Reactants: C(C)OC(C(C(C(=O)OCC)=O)C1=CC(=CC=C1)OCC1=CC=CC=C1)=O (2-(3-Benzyloxy-phenyl)-3-oxo-succinic acid diethyl ester), C=O (formaldehyde), C([O-])([O-])=O.[K+].[K+] (potassium carbonate). Solvent: O (water), CCCCCC (hexane). Run at time 8 hour. The product is C(C)OC(C(=C)C1=CC(=CC=C1)OCC1=CC=CC=C1)=O (2-(3-Benzyloxy-phenyl)-acrylic acid ethyl ester). The yield is 97.4%. As a reaction SMILES: [CH2:1]([O:3][C:4](=[O:27])[CH:5]([C:13]1[CH:18]=[CH:17][CH:16]=[C:15]([O:19][CH2:20][C:21]2[CH:26]=[CH:25][CH:24]=[CH:23][CH:22]=2)[CH:14]=1)[C:6](=O)C(OCC)=O)[CH3:2].C=O.C(=O)([O-])[O-].[K+].[K+]>O.CCCCCC>[CH2:1]([O:3][C:4](=[O:27])[C:5]([C:13]1[CH:18]=[CH:17][CH:16]=[C:15]([O:19][CH2:20][C:21]2[CH:26]=[CH:25][CH:24]=[CH:23][CH:22]=2)[CH:14]=1)=[CH2:6])[CH3:2] |f:2.3.4|. Procedure: To 2-(3-Benzyloxy-phenyl)-3-oxo-succinic acid diethyl ester (1.28 g, 3.6 mmol) in water (5 ml) was added formaldehyde (600 uL, 37% solution, 6.6 mmol) and potassium carbonate (0.37 g, 2.7 mmol). The reaction was stirred vigorously overnight The organic products were extracted into diethyl ether which was dried (MgSO4), and evaporated. The residue was purified by column chromatography over silica gel (silica gel 60, EM Science) using 5% ethyl acetate:hexane as eluent to afford 0.99 g (55% yield) ...